Dataset: the Open Reaction Database (ORD), a public repository of structured organic reaction records. Task: describe an organic reaction: reactants, conditions, products, and yield Starting materials: O=C(O)c1cc(Br)cc(I)c1, CO, CCN(C(C)C)C(C)C, [N-]=[N+]=NP(=O)(c1ccccc1)c1ccccc1. The product is [N-]=[N+]=NC(=O)c1cc(Br)cc(I)c1. As a reaction SMILES: [Br:1][c:2]1[cH:3][c:4]([C:5](=[O:6])[OH:7])[cH:8][c:9]([I:11])[cH:10]1.[CH3:38][OH:39].[CH:12]([N:13]([CH:14]([CH3:15])[CH3:16])[CH2:17][CH3:18])([CH3:19])[CH3:20].[c:21]1([P:22]([c:23]2[cH:24][cH:25][cH:26][cH:27][cH:28]2)(=[O:29])[N:35]=[N+:36]=[N-:37])[cH:30][cH:31][cH:32][cH:33][cH:34]1>>[Br:1][c:2]1[cH:3][c:4]([C:5](=[O:6])[N:35]=[N+:36]=[N-:37])[cH:8][c:9]([I:11])[cH:10]1. Starting materials: BrC=1C=C2C(=C(C=NC2=CC1)C(=O)C1CC1)Cl ((6-bromo-4-chloroquinolin-3-yl)(cyclopropyl)methanone), Cl.Cl.N1(CCCC1)C[C@@H]1CC[C@H](CC1)N (trans-4-(pyrrolidin-1-ylmethyl)cyclohexanamine dihydrochloride). Yields the product BrC=1C=C2C(=C(C=NC2=CC1)C(=O)C1CC1)N[C@@H]1CC[C@H](CC1)CN1CCCC1 ((6-bromo-4-((trans-4-(pyrrolidin-1-ylmethyl)cyclohexyl)amino)quinolin-3-yl)(cyclopropyl)methanone). Isolated yield 26.3%. RXN SMILES: [Br:1][C:2]1[CH:3]=[C:4]2[C:9](=[CH:10][CH:11]=1)[N:8]=[CH:7][C:6]([C:12]([CH:14]1[CH2:16][CH2:15]1)=[O:13])=[C:5]2Cl.Cl.Cl.[N:20]1([CH2:25][C@H:26]2[CH2:31][CH2:30][C@H:29]([NH2:32])[CH2:28][CH2:27]2)[CH2:24][CH2:23][CH2:22][CH2:21]1>>[Br:1][C:2]1[CH:3]=[C:4]2[C:9](=[CH:10][CH:11]=1)[N:8]=[CH:7][C:6]([C:12]([CH:14]1[CH2:16][CH2:15]1)=[O:13])=[C:5]2[NH:32][C@H:29]1[CH2:28][CH2:27][C@H:26]([CH2:25][N:20]2[CH2:24][CH2:23][CH2:22][CH2:21]2)[CH2:31][CH2:30]1 |f:1.2.3|. Procedure: Following general procedure C, (6-bromo-4-chloroquinolin-3-yl)(cyclopropyl)methanone (466 mg, 1.5 mmol) was reacted with trans-4-(pyrrolidin-1-ylmethyl)cyclohexanamine dihydrochloride (847 mg, 3.0 mmol) to afford the desired product (180 mg, 52%) as an off-white solid. ESI MS m/z 456 [C24H30BrN3O+H]+ The reactants are C(N)(=O)C(C1=CC=CC=C1)(C1=CC=CC=C1)C1CNCC1 (3-(R,S)-(1-carbamoyl-1,1-diphenylmethyl)pyrrolidine), CC=1C=C(CCBr)C=CC1 (3-methylphenethylbromide), C([O-])([O-])=O.[K+].[K+] (potassium carbonate), C(C)#N (acetonitrile). Run in O (water). Product: C(N)(=O)C(C1=CC=CC=C1)(C1=CC=CC=C1)C1CN(CC1)CCC1=CC(=CC=C1)C (3-(R,S)-(1-carbamoyl-1,1-diphenylmethyl)-1-(3-methylphenethyl)pyrrolidine). RXN SMILES: [C:1]([C:4]([CH:17]1[CH2:21][CH2:20][NH:19][CH2:18]1)([C:11]1[CH:16]=[CH:15][CH:14]=[CH:13][CH:12]=1)[C:5]1[CH:10]=[CH:9][CH:8]=[CH:7][CH:6]=1)(=[O:3])[NH2:2].[CH3:22][C:23]1[CH:24]=[C:25]([CH:29]=[CH:30][CH:31]=1)[CH2:26][CH2:27]Br.C(=O)([O-])[O-].[K+].[K+].C(#N)C>O>[C:1]([C:4]([CH:17]1[CH2:21][CH2:20][N:19]([CH2:27][CH2:26][C:25]2[CH:29]=[CH:30][CH:31]=[C:23]([CH3:22])[CH:24]=2)[CH2:18]1)([C:11]1[CH:12]=[CH:13][CH:14]=[CH:15][CH:16]=1)[C:5]1[CH:10]=[CH:9][CH:8]=[CH:7][CH:6]=1)(=[O:3])[NH2:2] |f:2.3.4|. Reported procedure: A mixture containing 3-(R,S)-(1-carbamoyl-1,1-diphenylmethyl)pyrrolidine (0.5 g--see Preparation 8), 3-methylphenethylbromide (0.36 g--see J. Ind. Chem. Sac., 40, 327, (1963)) , anhydrous potassium carbonate (0.5 g) and acetonitrile (10 ml) was heated under reflux for 4 hours. On cooling to room temperature, water (60 ml) was added and the mixture was extracted with dichloromethane (3×50 ml). The combined dichloromethane extracts were dried (MgSO4) and concentrated in vacuo to give an oil which ... The reactants are CC(=O)Nc1cccc2cc(S(=O)(=O)NCc3ccccc3)ccc12, CCCO, Cl, O. Product: Nc1cccc2cc(S(=O)(=O)NCc3ccccc3)ccc12. RXN SMILES: [C:1](=[O:2])([CH3:3])[NH:4][c:5]1[c:6]2[cH:7][cH:8][c:9]([S:15](=[O:16])(=[O:17])[NH:18][CH2:19][c:20]3[cH:21][cH:22][cH:23][cH:24][cH:25]3)[cH:10][c:11]2[cH:12][cH:13][cH:14]1.[CH2:26]([OH:27])[CH2:28][CH3:29].[ClH:30].[OH2:31]>>[NH2:4][c:5]1[c:6]2[cH:7][cH:8][c:9]([S:15](=[O:16])(=[O:17])[NH:18][CH2:19][c:20]3[cH:21][cH:22][cH:23][cH:24][cH:25]3)[cH:10][c:11]2[cH:12][cH:13][cH:14]1. Starting materials: ClC1=CC=2C3=C(C(N(C2C=C1C1=NC=CC=C1)CC(F)(F)F)=O)C=NN3 (8-chloro-7-(pyrid-2-yl)-5-(2,2,2-trifluoroethyl)-1,5-dihydro-4H-pyrazolo[4,3-c]quinolin-4-one), solution, Cl (hydrogen chloride), O1CCOCC1 (dioxane). Solvent: C(Cl)Cl.CO (DCM MeOH). The product is Cl.ClC1=CC=2C3=C(C(N(C2C=C1C1=NC=CC=C1)CC(F)(F)F)=O)C=NN3 (8-chloro-7-(pyrid-2-yl)-5-(2,2,2-trifluoroethyl)-1,5-dihydro-4H-pyrazolo[4,3-c]quinolin-4-one hydrochloride). Yield: 144.5%. As a reaction SMILES: [Cl:1][C:2]1[C:11]([C:12]2[CH:17]=[CH:16][CH:15]=[CH:14][N:13]=2)=[CH:10][C:9]2[N:8]([CH2:18][C:19]([F:22])([F:21])[F:20])[C:7](=[O:23])[C:6]3[CH:24]=[N:25][NH:26][C:5]=3[C:4]=2[CH:3]=1.Cl.O1CCOCC1>C(Cl)Cl.CO>[ClH:1].[Cl:1][C:2]1[C:11]([C:12]2[CH:17]=[CH:16][CH:15]=[CH:14][N:13]=2)=[CH:10][C:9]2[N:8]([CH2:18][C:19]([F:21])([F:22])[F:20])[C:7](=[O:23])[C:6]3[CH:24]=[N:25][NH:26][C:5]=3[C:4]=2[CH:3]=1 |f:3.4,5.6|. Procedure: To a solution of 8-chloro-7-(pyrid-2-yl)-5-(2,2,2-trifluoroethyl)-1,5-dihydro-4H-pyrazolo[4,3-c]quinolin-4-one (532 mg, 1.40 mmol) in a DCM/MeOH mixture (50/50) is added a 4M solution of hydrogen chloride in dioxane (3.5 mL, 14.1 mmol). The suspension is stirred at room temperature and then filtered and dried under vacuum to give 420 mg of a white powder (hydrochloride, 0.06 H2O; yield: 72%) The reactants are C(C)(C)(C)C=1C=C(C=C(C1O)C)C(CCCC(=O)C1=CC(=C(C(=C1)C)O)C(C)(C)C)=O (1,5-di(3'-tert-butyl-5'-methyl-4'-hydroxyphenyl)-1,5-pentanedione), [H][H] (hydrogen). The reagents and catalysts are S(O)(O)(=O)=O (sulfuric acid), [Pd] (Pd/C). Run in C(C)(=O)OCC (ethyl acetate). Run at time 12 hour. Yields the product C(C)(C)(C)C=1C=C(C=C(C1O)C)CCCCCC1=CC(=C(C(=C1)C)O)C(C)(C)C (1,5-bis(3'-tert-butyl-5'-methyl-4'-hydroxyphenyl)pentane). Isolated yield 68.1%. As a reaction SMILES: [C:1]([C:5]1[CH:6]=[C:7]([C:13](=O)[CH2:14][CH2:15][CH2:16][C:17]([C:19]2[CH:24]=[C:23]([CH3:25])[C:22]([OH:26])=[C:21]([C:27]([CH3:30])([CH3:29])[CH3:28])[CH:20]=2)=O)[CH:8]=[C:9]([CH3:12])[C:10]=1[OH:11])([CH3:4])([CH3:3])[CH3:2].[H][H]>C(OCC)(=O)C.S(=O)(=O)(O)O.[Pd]>[C:27]([C:21]1[CH:20]=[C:19]([CH2:17][CH2:16][CH2:15][CH2:14][CH2:13][C:7]2[CH:8]=[C:9]([CH3:12])[C:10]([OH:11])=[C:5]([C:1]([CH3:4])([CH3:3])[CH3:2])[CH:6]=2)[CH:24]=[C:23]([CH3:25])[C:22]=1[OH:26])([CH3:30])([CH3:29])[CH3:28]. Procedure: 8.17 g (19 mmol) of 1,5-di(3'-tert-butyl-5'-methyl-4'-hydroxyphenyl)-1,5-pentanedione in 80 ml of ethyl acetate and 3-5 drops of concentrated sulfuric acid are hydrogenated over 1.6 g of Pd/C (5%) at room temperature under atmospheric pressure. After 12 hours, the uptake of hydrogen has ended. The catalyst is filtered over Celite and the resulting colourless solution is concentrated on a rotary evaporator. Chromatography of the liquid residue (SiO2, hexane/ethyl acetate 19:1) gives 5.13 g (67% o... Starting materials: C1CCN2CC=C(CC12)C1=CNC2=CC=NC=C12 (3-(1,2,3,5,8,8a-hexahydro-7-indolizinyl)-1H-5-Azaindole), C1=C(C=CC2=CC=CC=C12)S(=O)(=O)Cl (2-naphthalenesulfonyl chloride), C[Si](C)(C)[N-][Si](C)(C)C.[Na+] (NaN(TMS)2). Run in C1CCOC1 (THF). Yields the product C1CCN2CC=C(CC12)C1=CN(C2=CC=NC=C12)S(=O)(=O)C1=CC2=CC=CC=C2C=C1 (3-(1,2,3,5,8,8a-Hexahydro-7-indolizinyl)-1-(2-naphthalenesulfonyl)-5-azaindole). Reaction SMILES: [CH2:1]1[CH:9]2[N:4]([CH2:5][CH:6]=[C:7]([C:10]3[C:18]4[C:13](=[CH:14][CH:15]=[N:16][CH:17]=4)[NH:12][CH:11]=3)[CH2:8]2)[CH2:3][CH2:2]1.[CH:19]1[C:28]2[C:23](=[CH:24][CH:25]=[CH:26][CH:27]=2)[CH:22]=[CH:21][C:20]=1[S:29](Cl)(=[O:31])=[O:30].C[Si]([N-][Si](C)(C)C)(C)C.[Na+]>C1COCC1>[CH2:1]1[CH:9]2[N:4]([CH2:5][CH:6]=[C:7]([C:10]3[C:18]4[C:13](=[CH:14][CH:15]=[N:16][CH:17]=4)[N:12]([S:29]([C:20]4[CH:21]=[CH:22][C:23]5[C:28](=[CH:27][CH:26]=[CH:25][CH:24]=5)[CH:19]=4)(=[O:31])=[O:30])[CH:11]=3)[CH2:8]2)[CH2:3][CH2:2]1 |f:2.3|. Reported procedure: 3-(1,2,3,5,8,8a-hexahydro-7-indolizinyl)-1H-5-Azaindole (10 mg, 0.0418 mmol), 2-naphthalenesulfonyl chloride (20 mg, 0.088 mmol) and 1M NaN(TMS)2 (100 μL, 0.10 mmol) in THF (0.5 mL) at RT. Reactants: BrC1=CC=C(C=C1)C[C@H](CC(=O)O)NC(=O)OC(C)(C)C ((R)-4-(4-bromophenyl)-3-(tert-butoxycarbonylamino)butanoic acid), C(CCl)Cl (EDC), C=1C=CC2=C(C1)N=NN2O (HOBt), OC(=O)C(F)(F)F.C(C)(C)(C)C1=CN=C(N1CCCOC)C1(CNCCC1)O (3-(5-tert-butyl-1-(3-methoxypropyl)-1H-imidazol-2-yl)piperidin-3-ol TFA salt). Solvent: CN(C)C=O (DMF). Conditions: time 8 hour. Product: BrC1=CC=C(C=C1)C[C@H](CC(=O)N1CC(CCC1)(O)C=1N(C(=CN1)C(C)(C)C)CCCOC)NC(OC(C)(C)C)=O (tert-butyl (2R)-1-(4-bromophenyl)-4-(3-(5-tert-butyl-1-(3-methoxypropyl)-1H-imidazol-2-yl)-3-hydroxypiperidin-1-yl)-4-oxobutan-2-ylcarbamate). Isolated yield 55.0%. RXN SMILES: [Br:1][C:2]1[CH:7]=[CH:6][C:5]([CH2:8][C@@H:9]([NH:14][C:15]([O:17][C:18]([CH3:21])([CH3:20])[CH3:19])=[O:16])[CH2:10][C:11]([OH:13])=O)=[CH:4][CH:3]=1.C(Cl)CCl.C1C=CC2N(O)N=NC=2C=1.OC(C(F)(F)F)=O.[C:43]([C:47]1[N:51]([CH2:52][CH2:53][CH2:54][O:55][CH3:56])[C:50]([C:57]2([OH:63])[CH2:62][CH2:61][CH2:60][NH:59][CH2:58]2)=[N:49][CH:48]=1)([CH3:46])([CH3:45])[CH3:44]>CN(C=O)C>[Br:1][C:2]1[CH:3]=[CH:4][C:5]([CH2:8][C@@H:9]([NH:14][C:15](=[O:16])[O:17][C:18]([CH3:21])([CH3:20])[CH3:19])[CH2:10][C:11]([N:59]2[CH2:60][CH2:61][CH2:62][C:57]([C:50]3[N:51]([CH2:52][CH2:53][CH2:54][O:55][CH3:56])[C:47]([C:43]([CH3:46])([CH3:44])[CH3:45])=[CH:48][N:49]=3)([OH:63])[CH2:58]2)=[O:13])=[CH:6][CH:7]=1 |f:3.4|. Reported procedure: (R)-4-(4-bromophenyl)-3-(tert-butoxycarbonylamino)butanoic acid (45 mg, 81 gmol), EDC (24 mg, 125 μmol), HOBt (17 mg, 125 μmol) and 3-(5-tert-butyl-1-(3-methoxypropyl)-1H-imidazol-2-yl)piperidin-3-ol TFA salt (133C) (34 mg, 83 μmol) were added to a 10 mL round bottomed flask. DMF (420 μL) was added and the reaction was stirred overnight at room temperature. The solvent was removed and the residue was purified by preparatory LC/MS (35-50% CH3CN in H2O) to give the product tert-butyl (2R)-1-(4-bro...